From a dataset of the Open Reaction Database (ORD), a public repository of structured organic reaction records. describe an organic reaction: reactants, conditions, products, and yield Reactants: C1(CCC1)N1CCC2=C(CC1)C=C(C=C2)OC=2N=CC(=NC2)C(=O)Cl (5-(3-Cyclobutyl-2,3,4,5-tetrahydro-1H-benzo[d]azepin-7-yloxy)-pyrazine-2-carbonyl chloride), CN (methylamine), crude material. The solvent is ClCCl (dichloromethane). Run at time 18 hour. Yields the product CNC(=O)C1=NC=C(N=C1)OC1=CC2=C(CCN(CC2)C2CCC2)C=C1 (5-(3-Cyclobutyl-2,3,4,5-tetrahydro-1H-benzo[d]azepin-7-yloxy)-pyrazine-2-carboxylic acid methyl amide). Reaction SMILES: [CH:1]1([N:5]2[CH2:11][CH2:10][C:9]3[CH:12]=[C:13]([O:16][C:17]4[N:18]=[CH:19][C:20]([C:23](Cl)=[O:24])=[N:21][CH:22]=4)[CH:14]=[CH:15][C:8]=3[CH2:7][CH2:6]2)[CH2:4][CH2:3][CH2:2]1.[CH3:26][NH2:27]>ClCCl>[CH3:26][NH:27][C:23]([C:20]1[CH:19]=[N:18][C:17]([O:16][C:13]2[CH:14]=[CH:15][C:8]3[CH2:7][CH2:6][N:5]([CH:1]4[CH2:4][CH2:3][CH2:2]4)[CH2:11][CH2:10][C:9]=3[CH:12]=2)=[CH:22][N:21]=1)=[O:24]. Reported procedure: The product of Example 123, step 1 (1.59 mmol) in dry dichloromethane (10 ml) was treated with methylamine (5 ml, 10 mmol, 2M solution in THF) and stirred at room temperature for 18 hours. The mixture was reduced in vacuo and the resulting crude material was applied to a SCX ion exchange cartridge (Varian bond-elute, 10 g) and washed with methanol and then a mixture of 0.880 ammonia:methanol (1:9). The basic fractions were then reduced and the crude product purified by column chromatography elut... Starting materials: C(C)(=O)C=1C(=NC(=CC1C)NC(C)(C)C)NC(C)(C)C (3-acetyl-2,6-di-t-butylamino-4-methylpyridine), material, C(C)(=O)C=1C(=NC(=CC1C)NC(C)(C)C)NC(C)(C)C (3-acetyl-2,6-di-t-butylamino-4-methylpyridine), solution, C(CCC)[Li] (n-butyl lithium), CCCCCC (hexane), CI (methyl iodide). Solvent: C(C)(=O)OCC.CCCCCC (ethyl acetate hexane), O1CCCC1 (tetrahydrofuran). Reaction conditions: time 1 hour. Yields the product C(C)(C)(C)NC1=NC(=CC(=C1C(CC)=O)C)NC(C)(C)C (2,6-di-t-Butylamino-4-methyl-3-propionylpyridine). RXN SMILES: [C:1]([C:4]1[C:5]([NH:16][C:17]([CH3:20])([CH3:19])[CH3:18])=[N:6][C:7]([NH:11][C:12]([CH3:15])([CH3:14])[CH3:13])=[CH:8][C:9]=1[CH3:10])(=[O:3])[CH3:2].[CH2:21]([Li])CCC.CCCCCC.CI>C(OCC)(=O)C.CCCCCC.O1CCCC1>[C:17]([NH:16][C:5]1[C:4]([C:1](=[O:3])[CH2:2][CH3:21])=[C:9]([CH3:10])[CH:8]=[C:7]([NH:11][C:12]([CH3:13])([CH3:15])[CH3:14])[N:6]=1)([CH3:20])([CH3:19])[CH3:18] |f:4.5|. Procedure: To a solution of 2.77 g. (10 mmol.) of 3-acetyl-2,6-di-t-butylamino-4-methylpyridine (Compound V) in about 30 ml. of dry tetrahydrofuran stirred under nitrogen at 0° C., 6.2 ml. of a 1.6M solution of n-butyl lithium in hexane (10.3 mmol.) was slowly added so as to maintain the temperature below 5° C. 0.8 ml. of methyl iodide was then added and the reaction mixture was allowed to come to room temperature over a 1 hr. period. (Thin layer chromatography (25% ethyl acetate/hexane) revealed a mixture... Reactants: COCCBr, COc1ccc(S(=O)(=O)Nc2ccccc2C=Cc2ccncc2)cc1, Cl. Yields the product COCCN(c1ccccc1C=Cc1ccncc1)S(=O)(=O)c1ccc(OC)cc1, Cl. As a reaction SMILES: [Br:27][CH2:28][CH2:29][O:30][CH3:31].[CH3:1][O:2][c:3]1[cH:4][cH:5][c:6]([S:9](=[O:10])(=[O:11])[NH:12][c:13]2[c:14]([CH:19]=[CH:20][c:21]3[cH:22][cH:23][n:24][cH:25][cH:26]3)[cH:15][cH:16][cH:17][cH:18]2)[cH:7][cH:8]1.[ClH:32]>>[CH3:1][O:2][c:3]1[cH:4][cH:5][c:6]([S:9](=[O:10])(=[O:11])[N:12]([c:13]2[c:14]([CH:19]=[CH:20][c:21]3[cH:22][cH:23][n:24][cH:25][cH:26]3)[cH:15][cH:16][cH:17][cH:18]2)[CH2:28][CH2:29][O:30][CH3:31])[cH:7][cH:8]1.[ClH:32]. The reactants are CO, CC(O[Si](C)(C)C)(C(=O)Nc1ccc(I)c([N+](=O)[O-])c1Cl)C(F)(F)F, Cl. Reaction SMILES: [CH3:27][OH:28].[Cl:2][c:3]1[c:4]([NH:13][C:14]([C:15]([C:16]([F:17])([F:18])[F:19])([CH3:20])[O:21][Si:22]([CH3:23])([CH3:24])[CH3:25])=[O:26])[cH:5][cH:6][c:7]([I:12])[c:8]1[N+:9](=[O:10])[O-:11].[ClH:1]>>[Cl:2][c:3]1[c:4]([NH:13][C:14]([C:15]([C:16]([F:17])([F:18])[F:19])([CH3:20])[OH:21])=[O:26])[cH:5][cH:6][c:7]([I:12])[c:8]1[N+:9](=[O:10])[O-:11]. The product is CC(O)(C(=O)Nc1ccc(I)c([N+](=O)[O-])c1Cl)C(F)(F)F. The reactants are O=C(OCc1ccccc1)c1cc(OCc2ccccc2)c2ccccc2n1, C1CCOC1, [Li+], [OH-]. The product is O=C(O)c1cc(OCc2ccccc2)c2ccccc2n1. RXN SMILES: [CH2:1]([c:2]1[cH:3][cH:4][cH:5][cH:6][cH:7]1)[O:8][C:9](=[O:10])[c:11]1[n:12][c:13]2[cH:14][cH:15][cH:16][cH:17][c:18]2[c:19]([O:21][CH2:22][c:23]2[cH:24][cH:25][cH:26][cH:27][cH:28]2)[cH:20]1.[CH2:31]1[O:32][CH2:33][CH2:34][CH2:35]1.[Li+:30].[OH-:29]>>[O:8]=[C:9]([OH:10])[c:11]1[n:12][c:13]2[cH:14][cH:15][cH:16][cH:17][c:18]2[c:19]([O:21][CH2:22][c:23]2[cH:24][cH:25][cH:26][cH:27][cH:28]2)[cH:20]1.